From a dataset of the Open Reaction Database (ORD), a public repository of structured organic reaction records. describe an organic reaction: reactants, conditions, products, and yield Starting materials: C(CCC)NC=1C=C(C=O)C=C(C1OC1=CC=CC=C1)S(N)(=O)=O (3-n-butylamino-4-phenoxy-5-sulfamylbenzaldehyde), Cl.NO (hydroxylamine hydrochloride), C(C)(=O)[O-].[NH4+] (ammonium acetate). Solvent: CO (methanol), O (water), O (Water). Run at time 3 day. Product: C(CCC)NC=1C=C(C=NO)C=C(C1OC1=CC=CC=C1)S(N)(=O)=O (3-n-butylamino-4-phenoxy-5-sulfamylbenzaldoxime). RXN SMILES: [CH2:1]([NH:5][C:6]1[CH:7]=[C:8]([CH:11]=[C:12]([S:21](=[O:24])(=[O:23])[NH2:22])[C:13]=1[O:14][C:15]1[CH:20]=[CH:19][CH:18]=[CH:17][CH:16]=1)[CH:9]=O)[CH2:2][CH2:3][CH3:4].Cl.[NH2:26][OH:27].C([O-])(=O)C.[NH4+]>CO.O>[CH2:1]([NH:5][C:6]1[CH:7]=[C:8]([CH:11]=[C:12]([S:21](=[O:24])(=[O:23])[NH2:22])[C:13]=1[O:14][C:15]1[CH:20]=[CH:19][CH:18]=[CH:17][CH:16]=1)[CH:9]=[N:26][OH:27])[CH2:2][CH2:3][CH3:4] |f:1.2,3.4|. Procedure details: To a solution of 3-n-butylamino-4-phenoxy-5-sulfamylbenzaldehyde (10 g; prepared as in Example 93) in hot methanol (100 ml) a solution of hydroxylamine hydrochloride (10 g) and ammonium acetate (10 g) in water (25 ml) is added, and the mixture is left for 3 days. Water (500 ml) is then added, and the resulting precipitate is collected by filtration, washed with water and dried in air. After recrystallization from a mixture of ethanol and 2-methoxyethanol, 3-n-butylamino-4-phenoxy-5-sulfamylbenza... Reactants: FC(C=1C=C(CN(C(C2=CN=C(C=C2C2=C(C=CC=C2)C)C#CCN2C(C3=CC=CC=C3C2=O)=O)=O)C)C=C(C1)C(F)(F)F)(F)F (N-(3,5-bis-trifluoromethyl-benzyl)-6-[3-(1,3-dioxo-1,3-dihydro-isoindol-2-yl)-prop-1-ynyl]-N-methyl-4-o-tolyl-nicotinamide), O.NN (hydrazine hydrate). The solvent is C(C)O (ethanol), COC(C)(C)C (tert-butyl methyl ether). Run at time 1 hour. Yields the product NCC#CC1=NC=C(C(=O)N(C)CC2=CC(=CC(=C2)C(F)(F)F)C(F)(F)F)C(=C1)C1=C(C=CC=C1)C (6-(3-Amino-prop-1-ynyl)-N-(3,5-bis-trifluoromethyl-benzyl)-N-methyl-4-o-tolyl-nicotinamide). Isolated yield 56.8%. RXN SMILES: [F:1][C:2]([F:46])([F:45])[C:3]1[CH:4]=[C:5]([CH:38]=[C:39]([C:41]([F:44])([F:43])[F:42])[CH:40]=1)[CH2:6][N:7]([CH3:37])[C:8](=[O:36])[C:9]1[C:14]([C:15]2[CH:20]=[CH:19][CH:18]=[CH:17][C:16]=2[CH3:21])=[CH:13][C:12]([C:22]#[C:23][CH2:24][N:25]2C(=O)C3C(=CC=CC=3)C2=O)=[N:11][CH:10]=1.O.NN>C(O)C.COC(C)(C)C>[NH2:25][CH2:24][C:23]#[C:22][C:12]1[CH:13]=[C:14]([C:15]2[CH:20]=[CH:19][CH:18]=[CH:17][C:16]=2[CH3:21])[C:9]([C:8]([N:7]([CH2:6][C:5]2[CH:4]=[C:3]([C:2]([F:1])([F:45])[F:46])[CH:40]=[C:39]([C:41]([F:44])([F:42])[F:43])[CH:38]=2)[CH3:37])=[O:36])=[CH:10][N:11]=1 |f:1.2|. Procedure details: A mixture of 206 mg (0.324 mmol) N-(3,5-bis-trifluoromethyl-benzyl)-6-[3-(1,3-dioxo-1,3-dihydro-isoindol-2-yl)-prop-1-ynyl]-N-methyl-4-o-tolyl-nicotinamide and 0.061 ml (0.97 mmol) hydrazine hydrate (51% hydrazine) in 3.5 ml ethanol was stirred at room temperature for 1 h. The reaction mixture was diluted with tert-butyl methyl ether and washed with 1N aqueous sodium hydroxide solution. The aqueous layer was extracted with three portions of tert-butyl methyl ether. The combined organic extracts ... Reactants: ClC=1C=CC(=C(C1)NC=1SC(=C(N1)C1=CC(=CC=C1)[N+](=O)[O-])C)OC (N-(5-Chloro-2-methoxyphenyl)-5-methyl-4-(3-nitrophenyl)thiazol-2-amine), O.O.Cl[Sn]Cl (SnCl2.2H2O). The solvent is CO (methanol). The product is NC=1C=C(C=CC1)C=1N=C(SC1C)NC1=C(C=CC(=C1)Cl)OC (4-(3aminophenyl)-N-(5-chloro-2-methoxyphenyl)-5-methylthiazol-2-amine). RXN SMILES: [Cl:1][C:2]1[CH:3]=[CH:4][C:5]([O:24][CH3:25])=[C:6]([NH:8][C:9]2[S:10][C:11]([CH3:23])=[C:12]([C:14]3[CH:19]=[CH:18][CH:17]=[C:16]([N+:20]([O-])=O)[CH:15]=3)[N:13]=2)[CH:7]=1.O.O.Cl[Sn]Cl>CO>[NH2:20][C:16]1[CH:15]=[C:14]([C:12]2[N:13]=[C:9]([NH:8][C:6]3[CH:7]=[C:2]([Cl:1])[CH:3]=[CH:4][C:5]=3[O:24][CH3:25])[S:10][C:11]=2[CH3:23])[CH:19]=[CH:18][CH:17]=1 |f:1.2.3|. Procedure: A mixture of 12z (0.25 g, 0.66 mmol) and SnCl2.2H2O (1.35 g, 6.0 mmol) in methanol was refluxed for 48 h. Evaporation of the solvent under reduced pressure afforded 4-(3aminophenyl)-N-(5-chloro-2-methoxyphenyl)-5-methylthiazol-2-amine as a solid which was dissolved in chloroform and cooled in an ice bath to 0° C. Triethylamine (93 μL, 0.66 mmol) was added and the mixture was stirred for 15 min at the same temperature. Pivaloyl chloride (0.08 g, 0.66 mmol) was then added dropwise at 0° C. and the... Reactants: FC(S(=O)(=O)OC1=CC2=CC=C(C=C2C=C1)C(C(C)C)(C=1N=CN(C1)C(C1=CC=CC=C1)(C1=CC=CC=C1)C1=CC=CC=C1)O)(F)F (6-[1-Hydroxy-2-methyl-1-(1-trityl-1H-imidazol-4-yl)propyl]-2-naphthyl trifluoromethanesulfonate), C(CCC)[Sn](C=1OC=CC1)(CCCC)CCCC (2-(tributylstannyl)furan), [Cl-].[Li+] (lithium chloride). The reagents and catalysts are C=1C=CC(=CC1)[P](C=2C=CC=CC2)(C=3C=CC=CC3)[Pd]([P](C=4C=CC=CC4)(C=5C=CC=CC5)C=6C=CC=CC6)([P](C=7C=CC=CC7)(C=8C=CC=CC8)C=9C=CC=CC9)[P](C=1C=CC=CC1)(C=1C=CC=CC1)C=1C=CC=CC1 (tetrakis(triphenylphosphine)palladium). Run in CN(C)C=O (DMF), O (water). Yields the product O1C(=CC=C1)C=1C=C2C=CC(=CC2=CC1)C(C(C)C)(O)C=1N=CNC1 (1-(6-(2-Furyl)-2-naphthyl)-1-(1H-imidazol-4-yl)-2-methyl-1-propanol). As a reaction SMILES: FC(F)(F)S(O[C:7]1[CH:16]=[CH:15][C:14]2[C:9](=[CH:10][CH:11]=[C:12]([C:17]([OH:45])([C:21]3[N:22]=[CH:23][N:24](C(C4C=CC=CC=4)(C4C=CC=CC=4)C4C=CC=CC=4)[CH:25]=3)[CH:18]([CH3:20])[CH3:19])[CH:13]=2)[CH:8]=1)(=O)=O.C([Sn](CCCC)(CCCC)[C:53]1[O:54][CH:55]=[CH:56][CH:57]=1)CCC.[Cl-].[Li+]>CN(C=O)C.O.C1C=CC([P]([Pd]([P](C2C=CC=CC=2)(C2C=CC=CC=2)C2C=CC=CC=2)([P](C2C=CC=CC=2)(C2C=CC=CC=2)C2C=CC=CC=2)[P](C2C=CC=CC=2)(C2C=CC=CC=2)C2C=CC=CC=2)(C2C=CC=CC=2)C2C=CC=CC=2)=CC=1>[O:54]1[CH:55]=[CH:56][CH:57]=[C:53]1[C:7]1[CH:8]=[C:9]2[C:14](=[CH:15][CH:16]=1)[CH:13]=[C:12]([C:17]([C:21]1[N:22]=[CH:23][NH:24][CH:25]=1)([OH:45])[CH:18]([CH3:20])[CH3:19])[CH:11]=[CH:10]2 |f:2.3,^1:77,79,98,117|. Reported procedure: 6-[1-Hydroxy-2-methyl-1-(1-trityl-1H-imidazol-4-yl)propyl]-2-naphthyl trifluoromethanesulfonate (2.0 g), 2-(tributylstannyl)furan (1.26 mL), tetrakis(triphenylphosphine)palladium (115 mg) and lithium chloride (259 mg) were dissolved in DMF (10 mL) and heated at 80 for 4 h. The reaction mixture was diluted with water, extracted with ethyl acetate. The extract was washed with water and brine, dried and concentrated. The residue was purified by column chromatography (eluent; hexane:THF=4:1) and cry...